The task is: describe an organic reaction: reactants, conditions, products, and yield. This data is from the Open Reaction Database (ORD), a public repository of structured organic reaction records. Starting materials: CC(C)(C)C1=C(C=CC(=C1)OC)O (2-(1,1-dimethylethyl)-4-methoxyphenol), C(=O)C=O (glyoxal), Cl (hydrochloric acid). The solvent is C(C)(=O)O (acetic acid). Run at temperature 120 celsius, time 4 hour. The product is CC(C)(C)C1=CC(=CC=2CC(OC21)=O)OC (7-(1,1-dimethyethyl)-5-methoxy-2(3H)-benzofuranone). Yield: 21.5%. As a reaction SMILES: [CH3:1][C:2]([C:5]1[CH:10]=[C:9]([O:11][CH3:12])[CH:8]=[CH:7][C:6]=1[OH:13])([CH3:4])[CH3:3].[CH:14]([CH:16]=O)=[O:15].Cl>C(O)(=O)C>[CH3:4][C:2]([C:5]1[C:6]2[O:13][C:14](=[O:15])[CH2:16][C:7]=2[CH:8]=[C:9]([O:11][CH3:12])[CH:10]=1)([CH3:1])[CH3:3]. Reported procedure: In 1600 ml of acetic acid were dissolved 400 g of 2-(1,1-dimethylethyl)-4-methoxyphenol, 360 g of 40% glyoxal solution and 20 ml of 36% hydrochloric acid and the solution was heated at 120° C. with stirring for 4 hours. The reaction mixture was concentrated under reduced pressure and allowed to stand overnight. The resultant solid residue was washed with diethyl ether to give 105 g of 7-(1,1-dimethyethyl)-5-methoxy-2(3H)-benzofuranone as a light red solid. The reactants are COC(=O)C(N)(CC#CCN1CCOCC1)S(=O)(=O)c1ccc(-c2ccc(SC)cc2)cc1, Cc1csc(B(O)O)c1. The product is CSc1ccc(-c2ccc(S(=O)(=O)C(N)(CC#CCN3CCOCC3)C(=O)O)cc2)cc1. As a reaction SMILES: [CH3:1][S:2][c:3]1[cH:4][cH:5][c:6](-[c:9]2[cH:10][cH:11][c:12]([S:15](=[O:16])(=[O:17])[C:18]([C:19](=[O:20])[O:21][CH3:22])([CH2:23][C:24]#[C:25][CH2:26][N:27]3[CH2:28][CH2:29][O:30][CH2:31][CH2:32]3)[NH2:33])[cH:13][cH:14]2)[cH:7][cH:8]1.[CH3:34][c:35]1[cH:36][c:37]([B:38]([OH:39])[OH:40])[s:41][cH:42]1>>[CH3:1][S:2][c:3]1[cH:4][cH:5][c:6](-[c:9]2[cH:10][cH:11][c:12]([S:15](=[O:16])(=[O:17])[C:18]([C:19](=[O:20])[OH:21])([CH2:23][C:24]#[C:25][CH2:26][N:27]3[CH2:28][CH2:29][O:30][CH2:31][CH2:32]3)[NH2:33])[cH:13][cH:14]2)[cH:7][cH:8]1.